From a dataset of the Open Reaction Database (ORD), a public repository of structured organic reaction records. describe an organic reaction: reactants, conditions, products, and yield The reactants are N#CCCCCCBr, Cn1cnc2[nH]c(=O)[nH]c(=O)c21, CS(C)=O, [H-], [Na+]. The product is Cn1cnc2c1c(=O)[nH]c(=O)n2CCCCCC#N. RXN SMILES: [Br:15][CH2:16][CH2:17][CH2:18][CH2:19][CH2:20][C:21]#[N:22].[CH3:1][n:2]1[cH:3][n:4][c:5]2[nH:6][c:7](=[O:12])[nH:8][c:9](=[O:11])[c:10]12.[CH3:23][S:24]([CH3:25])=[O:26].[H-:13].[Na+:14]>>[CH3:1][n:2]1[cH:3][n:4][c:5]2[n:6]([CH2:16][CH2:17][CH2:18][CH2:19][CH2:20][C:21]#[N:22])[c:7](=[O:12])[nH:8][c:9](=[O:11])[c:10]12. The reactants are ClC1=CC=C(C=C1)CC(=O)O (p-chlorophenylacetic acid), C[Si](Cl)(C)C (Trimethylchlorosilane), C(C)(C)NC(C)C (diisopropylamine), C(CCC)[Li] (butyllithium), solution. The solvent is O1CCCC1 (tetrahydrofuran), O1CCCC1 (tetrahydrofuran), CCCCCC (hexane). Reaction conditions: temperature 0 celsius, time 30 minute. The product is C[Si](OC(=CC1=CC=C(C=C1)Cl)O[Si](C)(C)C)(C)C (β,β-bis(trimethylsiloxy)p-chlorostyrene). Isolated yield 52.0%. As a reaction SMILES: C(NC(C)C)(C)C.C([Li])CCC.[Cl:13][C:14]1[CH:19]=[CH:18][C:17]([CH2:20][C:21]([OH:23])=[O:22])=[CH:16][CH:15]=1.[CH3:24][Si:25]([CH3:28])([CH3:27])Cl>O1CCCC1.CCCCCC>[CH3:24][Si:25]([CH3:28])([CH3:27])[O:22][C:21]([O:23][Si:25]([CH3:28])([CH3:27])[CH3:24])=[CH:20][C:17]1[CH:16]=[CH:15][C:14]([Cl:13])=[CH:19][CH:18]=1. Procedure: A cooled (0°-5° C.) solution of 41.4 g (0.41 mol) of diisopropylamine in 300 ml of tetrahydrofuran was treated slowly with butyllithium in hexane (250 ml of a 1.6 M solution, 0.4 mol). A solution of 34.12 g (0.2 mol) of p-chlorophenylacetic acid in 200 ml of tetrahydrofuran was added dropwise and the reaction mixture was stirred 30 minutes at 0° C. Trimethylchlorosilane (100 g) was added and the mixture was allowed to warm to room temperature and was stirred for 1.5 hours. The contents of the fl... Starting materials: [Li]C, CC1C(=O)c2ccccc2C=Cc2ccccc21, CCOCC, O. Reaction SMILES: [CH3:19][Li:20].[CH3:1][CH:2]1[C:3](=[O:18])[c:4]2[c:5]([cH:14][cH:15][cH:16][cH:17]2)[CH:6]=[CH:7][c:8]2[c:9]1[cH:10][cH:11][cH:12][cH:13]2.[CH3:22][CH2:23][O:24][CH2:25][CH3:26].[OH2:21]>>[CH3:1][CH:2]1[C:3]([OH:18])([CH3:19])[c:4]2[c:5]([cH:14][cH:15][cH:16][cH:17]2)[CH:6]=[CH:7][c:8]2[c:9]1[cH:10][cH:11][cH:12][cH:13]2. Yields the product CC1c2ccccc2C=Cc2ccccc2C1(C)O. The reactants are C(C(C)C)C=1C(=C(SC1)C1=NC(=NO1)C1=CC(=C(C(=C1)C)O)C)C (4-[5-(4-isobutyl-3-methyl-thiophen-2-yl)-[1,2,4]oxadiazol-3-yl]-2,6-dimethyl-phenol), C(Cl)C1CO1 (epichlorohydrine), C(Cl)C1CO1 (epichlorohydrine). Solvent: C(C)(C)O (isopropanol), [OH-].[Na+] (NaOH), C(=O)([O-])[O-].[Na+].[Na+] (Na2CO3). Run at time 15 hour. The product is CC=1C=C(C=C(C1OCC1OC1)C)C1=NOC(=N1)C=1SC=C(C1C)CC(C)C (rac-3-(3,5-dimethyl-4-oxiranylmethoxy-phenyl)-5-(4-isobutyl-3-methyl-thiophen-2-yl)-[1,2,4]oxadiazole). Isolated yield 63.9%. Reaction SMILES: [CH2:1]([C:5]1[C:6]([CH3:24])=[C:7]([C:10]2[O:14][N:13]=[C:12]([C:15]3[CH:20]=[C:19]([CH3:21])[C:18]([OH:22])=[C:17]([CH3:23])[CH:16]=3)[N:11]=2)[S:8][CH:9]=1)[CH:2]([CH3:4])[CH3:3].[CH2:25]([CH:27]1[O:29][CH2:28]1)Cl>C(O)(C)C.[OH-].[Na+].C([O-])([O-])=O.[Na+].[Na+]>[CH3:23][C:17]1[CH:16]=[C:15]([C:12]2[N:11]=[C:10]([C:7]3[S:8][CH:9]=[C:5]([CH2:1][CH:2]([CH3:4])[CH3:3])[C:6]=3[CH3:24])[O:14][N:13]=2)[CH:20]=[C:19]([CH3:21])[C:18]=1[O:22][CH2:25][CH:27]1[CH2:28][O:29]1 |f:3.4,5.6.7|. Reported procedure: To a solution of 4-[5-(4-isobutyl-3-methyl-thiophen-2-yl)-[1,2,4]oxadiazol-3-yl]-2,6-dimethyl-phenol (515 mg, 1.50 mmol) in isopropanol (20 mL), 3 N aq. NaOH (5 mL) followed by epichlorohydrine (473 mg, 5.12 mmol) is added and the mixture is stirred at rt for 15 h. Another portion of epichlorohydrine (473 mg, 5.12 mmol) is added and stirring is continued for 24 h. The mixture is diluted with sat. aq. Na2CO3 and is then extracted with DCM (4×75 mL). The combined organic extracts are dried (Na2SO4... Starting materials: CCOc1cncc(Br)c1, c1ccc(CN2CCCC23CCNC3)cc1, CC(C)(C)[O-], Cc1ccccc1, [K+], O=C(C=Cc1ccccc1)C=Cc1ccccc1, O=C(C=Cc1ccccc1)C=Cc1ccccc1, O=C(C=Cc1ccccc1)C=Cc1ccccc1, [Pd], [Pd]. The product is CCOc1cncc(N2CCC3(CCCN3Cc3ccccc3)C2)c1. Reaction SMILES: [Br:17][c:18]1[cH:19][n:20][cH:21][c:22]([O:24][CH2:25][CH3:26])[cH:23]1.[CH2:1]([c:2]1[cH:3][cH:4][cH:5][cH:6][cH:7]1)[N:8]1[CH2:9][CH2:10][CH2:11][C:12]12[CH2:13][NH:14][CH2:15][CH2:16]2.[CH3:27][C:28]([CH3:29])([O-:30])[CH3:31].[CH3:33][c:34]1[cH:35][cH:36][cH:37][cH:38][cH:39]1.[K+:32].[O:42]=[C:43]([CH:44]=[CH:45][c:46]1[cH:47][cH:48][cH:49][cH:50][cH:51]1)[CH:52]=[CH:53][c:54]1[cH:55][cH:56][cH:57][cH:58][cH:59]1.[O:60]=[C:61]([CH:62]=[CH:63][c:64]1[cH:65][cH:66][cH:67][cH:68][cH:69]1)[CH:70]=[CH:71][c:72]1[cH:73][cH:74][cH:75][cH:76][cH:77]1.[O:78]=[C:79]([CH:80]=[CH:81][c:82]1[cH:83][cH:84][cH:85][cH:86][cH:87]1)[CH:88]=[CH:89][c:90]1[cH:91][cH:92][cH:93][cH:94][cH:95]1.[Pd:40].[Pd:41]>>[CH2:1]([c:2]1[cH:3][cH:4][cH:5][cH:6][cH:7]1)[N:8]1[CH2:9][CH2:10][CH2:11][C:12]12[CH2:13][N:14]([c:18]1[cH:19][n:20][cH:21][c:22]([O:24][CH2:25][CH3:26])[cH:23]1)[CH2:15][CH2:16]2. The reactants are Br, CC(=O)O, Cn1cc(-c2n[nH]c(=O)n2-c2cn(CCCO)c3ccc(F)cc23)c2cc(F)ccc21. Yields the product Cn1cc(-c2n[nH]c(=O)n2-c2cn(CCCBr)c3ccc(F)cc23)c2cc(F)ccc21. Reaction SMILES: [BrH:32].[CH3:33][C:34](=[O:35])[OH:36].[F:1][c:2]1[cH:3][c:4]2[c:5](-[n:15]3[c:16](=[O:31])[nH:17][n:18][c:19]3-[c:20]3[cH:21][n:22]([CH3:30])[c:23]4[cH:24][cH:25][c:26]([F:29])[cH:27][c:28]34)[cH:6][n:7]([CH2:11][CH2:12][CH2:13][OH:14])[c:8]2[cH:9][cH:10]1>>[F:1][c:2]1[cH:3][c:4]2[c:5](-[n:15]3[c:16](=[O:31])[nH:17][n:18][c:19]3-[c:20]3[cH:21][n:22]([CH3:30])[c:23]4[cH:24][cH:25][c:26]([F:29])[cH:27][c:28]34)[cH:6][n:7]([CH2:11][CH2:12][CH2:13][Br:32])[c:8]2[cH:9][cH:10]1. The reactants are C(O)([O-])=O.[Na+] (sodium hydrogen carbonate), C([O-])([O-])=O.[K+].[K+] (Potassium carbonate), ClC1=NC(=C(C#N)C=C1F)NC=1C=C2C=CC=NC2=CC1 (6-chloro-5-fluoro-2-(quinolin-6-ylamino)nicotinonitrile), N[C@@H](CN1C(C2=CC=CC=C2C1=O)=O)CC ((R)-2-(2-aminobutyl)isoindoline-1,3-dione). Run in O1CCOCC1 (1,4-dioxane). Reaction conditions: temperature 140 celsius. Yields the product O=C1N(C(C2=CC=CC=C12)=O)C[C@@H](CC)NC1=NC(=C(C#N)C=C1F)NC=1C=C2C=CC=NC2=CC1 ((R)-6-((1-(1,3-dioxoisoindolin-2-yl)butan-2-yl)amino)-5-fluoro-2-(quinolin-6-ylamino)nicotinonitrile). Yield: 19.7%. RXN SMILES: C(=O)([O-])[O-].[K+].[K+].Cl[C:8]1[C:15]([F:16])=[CH:14][C:11]([C:12]#[N:13])=[C:10]([NH:17][C:18]2[CH:19]=[C:20]3[C:25](=[CH:26][CH:27]=2)[N:24]=[CH:23][CH:22]=[CH:21]3)[N:9]=1.[NH2:28][C@H:29]([CH2:42][CH3:43])[CH2:30][N:31]1[C:39](=[O:40])[C:38]2[C:33](=[CH:34][CH:35]=[CH:36][CH:37]=2)[C:32]1=[O:41].C(=O)([O-])O.[Na+]>O1CCOCC1>[O:41]=[C:32]1[C:33]2[C:38](=[CH:37][CH:36]=[CH:35][CH:34]=2)[C:39](=[O:40])[N:31]1[CH2:30][C@H:29]([NH:28][C:8]1[C:15]([F:16])=[CH:14][C:11]([C:12]#[N:13])=[C:10]([NH:17][C:18]2[CH:19]=[C:20]3[C:25](=[CH:26][CH:27]=2)[N:24]=[CH:23][CH:22]=[CH:21]3)[N:9]=1)[CH2:42][CH3:43] |f:0.1.2,5.6|. Reported procedure: Potassium carbonate (146 mg) and 6-chloro-5-fluoro-2-(quinolin-6-ylamino)nicotinonitrile (63 mg) were added to a tube containing a 1,4-dioxane (2 ml) solution containing (R)-2-(2-aminobutyl)isoindoline-1,3-dione (60 mg) and the tube was sealed, followed by stirring with heating at 140° C. for 13 hours. The reaction solution was cooled, and a saturated aqueous sodium hydrogen carbonate solution was added, followed by extraction with ethyl acetate. The organic layer was dried over anhydrous sodium... The reactants are OC1CN(C1)C=1SC=C(N1)C(N[C@@H](CC)CO)=O (3-hydroxy-1-{4-[(1S)-1-(hydroxymethyl)-propylcarbamoyl]-1,3-thiazol-2-yl}azetidine), [Si](C)(C)(C(C)(C)C)Cl (t-butyldimethylsilyl chloride), N1C=NC=C1 (imidazole). Solvent: CN(C=O)C (dimethylformamide). Reaction conditions: time 3 hour. Product: [Si](C)(C)(C(C)(C)C)OC[C@H](CC)NC(=O)C=1N=C(SC1)N1CC(C1)O (1-{4-[(1S)-1-(t-butyldimethylsilyloxymethyl)propylcarbamoyl]-1,3-thiazol-2-yl}-3-hydroxyazetidine). The yield is 74.1%. Reaction SMILES: [OH:1][CH:2]1[CH2:5][N:4]([C:6]2[S:7][CH:8]=[C:9]([C:11](=[O:18])[NH:12][C@H:13]([CH2:16][OH:17])[CH2:14][CH3:15])[N:10]=2)[CH2:3]1.[Si:19](Cl)([C:22]([CH3:25])([CH3:24])[CH3:23])([CH3:21])[CH3:20].N1C=CN=C1>CN(C)C=O>[Si:19]([O:17][CH2:16][C@@H:13]([NH:12][C:11]([C:9]1[N:10]=[C:6]([N:4]2[CH2:5][CH:2]([OH:1])[CH2:3]2)[S:7][CH:8]=1)=[O:18])[CH2:14][CH3:15])([C:22]([CH3:25])([CH3:24])[CH3:23])([CH3:21])[CH3:20]. Procedure details: To a solution of 3-hydroxy-1-{4-[(1S)-1-(hydroxymethyl)-propylcarbamoyl]-1,3-thiazol-2-yl}azetidine (940 mg, 3.50 mmol) (obtained as described in Reference Example 34(3)) in dimethylformamide (47 ml) were added t-butyldimethylsilyl chloride (633 mg, 4.20 mmol) and imidazole (286 mg, 4.20 mmol) in an ice bath, and the reaction mixture was stirred at room temperature for 3 hours. After checking the completion of the reaction, the reaction mixture was partitioned between ethyl acetate and 10% aqueo... The reactants are ClC1=CC=CC=2N1N=C(C2C2=NC(=NC=C2)NC2CCCC2)C2=CC(=CC=C2)OC (4-[7-chloro-2-(3-methoxyphenyl)pyrazolo[1,5-a]pyridin-3-yl]-N-cyclopentyl-2-pyrimidinamine), CNC (dimethylamine), C(C)(=O)OCC (ethyl acetate). Solvent: CN(C=O)C (N,N-dimethylformamide). Conditions: temperature 100 celsius. Yields the product C1(CCCC1)NC1=NC=CC(=N1)C=1C(=NN2C1C=CC=C2N(C)C)C2=CC(=CC=C2)OC (3-[2-(cyclopentylamino)-4-pyrimidinyl]-2-(3-methoxyphenyl)-N,N-dimethylpyrazolo[1,5-a]pyridin-7-amine). Yield: 70.0%. As a reaction SMILES: Cl[C:2]1[N:7]2[N:8]=[C:9]([C:23]3[CH:28]=[CH:27][CH:26]=[C:25]([O:29][CH3:30])[CH:24]=3)[C:10]([C:11]3[CH:16]=[CH:15][N:14]=[C:13]([NH:17][CH:18]4[CH2:22][CH2:21][CH2:20][CH2:19]4)[N:12]=3)=[C:6]2[CH:5]=[CH:4][CH:3]=1.[CH3:31][NH:32][CH3:33].C(OCC)(=O)C>CN(C)C=O>[CH:18]1([NH:17][C:13]2[N:12]=[C:11]([C:10]3[C:9]([C:23]4[CH:28]=[CH:27][CH:26]=[C:25]([O:29][CH3:30])[CH:24]=4)=[N:8][N:7]4[C:2]([N:32]([CH3:33])[CH3:31])=[CH:3][CH:4]=[CH:5][C:6]=34)[CH:16]=[CH:15][N:14]=2)[CH2:19][CH2:20][CH2:21][CH2:22]1. Procedure: To a solution of 4-[7-chloro-2-(3-methoxyphenyl)pyrazolo[1,5-a]pyridin-3-yl]-N-cyclopentyl-2-pyrimidinamine (60 mg, 0.14 mmol) in N,N-dimethylformamide (10 mL) was added dimethylamine (7 mL 40% in water). The solution was heated in a steal bomb at 100° C. for 3 days. The bomb was cooled to room temperature and ethyl acetate was added to the reaction mixture. The organics were washed with water, brine and dried over magnesium sulfate. Filtration and concentration followed by purification with fla... Starting materials: COc1sc(C(=O)O)cc1-c1ccnn1C, CCN(C(C)C)C(C)C, ClC(Cl)Cl, NC(Cc1ccccc1C(F)(F)F)CN1C(=O)c2ccccc2C1=O. Yields the product COc1sc(C(=O)NC(Cc2ccccc2C(F)(F)F)CN2C(=O)c3ccccc3C2=O)cc1-c1ccnn1C. RXN SMILES: [CH3:1][O:2][c:3]1[c:4](-[c:11]2[cH:12][cH:13][n:14][n:15]2[CH3:16])[cH:5][c:6]([C:8](=[O:9])[OH:10])[s:7]1.[CH:42]([N:43]([CH2:44][CH3:45])[CH:46]([CH3:47])[CH3:48])([CH3:49])[CH3:50].[CH:51]([Cl:52])([Cl:53])[Cl:54].[NH2:17][CH:18]([CH2:19][N:20]1[C:21](=[O:30])[c:22]2[cH:23][cH:24][cH:25][cH:26][c:27]2[C:28]1=[O:29])[CH2:31][c:32]1[c:33]([C:38]([F:39])([F:40])[F:41])[cH:34][cH:35][cH:36][cH:37]1>>[CH3:1][O:2][c:3]1[c:4](-[c:11]2[cH:12][cH:13][n:14][n:15]2[CH3:16])[cH:5][c:6]([C:8](=[O:10])[NH:17][CH:18]([CH2:19][N:20]2[C:21](=[O:30])[c:22]3[cH:23][cH:24][cH:25][cH:26][c:27]3[C:28]2=[O:29])[CH2:31][c:32]2[c:33]([C:38]([F:39])([F:40])[F:41])[cH:34][cH:35][cH:36][cH:37]2)[s:7]1.